Task: describe an organic reaction: reactants, conditions, products, and yield. Dataset: the Open Reaction Database (ORD), a public repository of structured organic reaction records The reactants are O=[N+]([O-])c1ccc(SCl)c(C(Cl)(Cl)Cl)c1, Nc1nccs1, C1CCOC1, O. The product is O=[N+]([O-])c1ccc(SNc2nccs2)c(C(Cl)(Cl)Cl)c1. RXN SMILES: [N+:7](=[O:8])([O-:9])[c:10]1[cH:11][c:12]([C:18]([Cl:19])([Cl:20])[Cl:21])[c:13]([S:16][Cl:17])[cH:14][cH:15]1.[NH2:1][c:2]1[s:3][cH:4][cH:5][n:6]1.[O:23]1[CH2:24][CH2:25][CH2:26][CH2:27]1.[OH2:22]>>[NH:1]([c:2]1[s:3][cH:4][cH:5][n:6]1)[S:16][c:13]1[c:12]([C:18]([Cl:19])([Cl:20])[Cl:21])[cH:11][c:10]([N+:7](=[O:8])[O-:9])[cH:15][cH:14]1. Starting materials: COC(=O)C=1N(S(C2=C(C1O)C=CC1=CC=CC=C12)(=O)=O)C (4-hydroxy-2-methyl-2H-naphtho[2,1-e]-1,2-thiazine-3-carboxylic acid methylester-1,1-dioxide), BrC=1C=C(N)C=CC1 (3-bromoaniline), C=1(C(=CC=CC1)C)C (xylene). The solvent is C1(=CC=CC=C1)C (toluene). The product is BrC=1C=C(C=CC1)NC(=O)C=1N(S(C2=C(C1O)C=CC1=CC=CC=C12)(=O)=O)C (N-(3-Bromophenyl)-4-hydroxy-2-methyl-2H-naphtho[2,1-e]-1,2-thiazine-3-carboxamide-1,1-dioxide). The yield is 77.0%. Reaction SMILES: C[O:2][C:3]([C:5]1[N:6]([CH3:22])[S:7](=[O:21])(=[O:20])[C:8]2[C:19]3[C:14](=[CH:15][CH:16]=[CH:17][CH:18]=3)[CH:13]=[CH:12][C:9]=2[C:10]=1[OH:11])=O.[Br:23][C:24]1[CH:25]=[C:26]([CH:28]=[CH:29][CH:30]=1)[NH2:27].C1(C)C(C)=CC=CC=1>C1(C)C=CC=CC=1>[Br:23][C:24]1[CH:25]=[C:26]([NH:27][C:3]([C:5]2[N:6]([CH3:22])[S:7](=[O:21])(=[O:20])[C:8]3[C:19]4[C:14](=[CH:15][CH:16]=[CH:17][CH:18]=4)[CH:13]=[CH:12][C:9]=3[C:10]=2[OH:11])=[O:2])[CH:28]=[CH:29][CH:30]=1. Reported procedure: N-(3-Bromophenyl)-4-hydroxy-2-methyl-2H-naphtho[2,1-e]-1,2-thiazine-3-carboxamide-1,1-dioxide was prepared analogous to Example 1 from 4-hydroxy-2-methyl-2H-naphtho[2,1-e]-1,2-thiazine-3-carboxylic acid methylester-1,1-dioxide and 3-bromoaniline in toluene. Yield: 77% of theory; m.p.268°-269° C (decomp.; from xylene). Starting materials: C(=O)(O)[O-].[Na+] (NaHCO3), C1(=CC=CC=C1)C=1NC(=C(N1)C1=CC=NC=C1)C1=CC(=NC=C1)N (4-[2-phenyl-4-(4-pyridinyl)-1H-imidazol-5-yl]-2-pyridinamine), O (water), N(=O)[O-].[Na+] (NaNO2), N(=O)[O-].[Na+] (NaNO2). Run at time 60 minute. Yields the product O=C(CC1=CC(=NC=C1)NC(OC(C)(C)C)=O)C1=CC=NC=C1 (tert-Butyl 4-[2-oxo-2-(4-pyridinyl)ethyl]-2-pyridinylcarbamate). Yield: 31.0%. Reaction SMILES: C1(C2N[C:9]([C:18]3[CH:23]=[CH:22][N:21]=[C:20]([NH2:24])[CH:19]=3)=[C:10]([C:12]3[CH:17]=[CH:16][N:15]=[CH:14][CH:13]=3)N=2)C=CC=CC=1.N([O-])=O.[Na+].[C:29]([O-:32])(O)=[O:30].[Na+].[OH2:34]>>[O:34]=[C:10]([C:12]1[CH:13]=[CH:14][N:15]=[CH:16][CH:17]=1)[CH2:9][C:18]1[CH:23]=[CH:22][N:21]=[C:20]([NH:24][C:29](=[O:30])[O:32][C:12]([CH3:17])([CH3:13])[CH3:10])[CH:19]=1 |f:1.2,3.4|. Reported procedure: The 4-[2-phenyl-4-(4-pyridinyl)-1H-imidazol-5-yl]-2-pyridinamine (86 mg, 0.27 mmol) was dissolved in 1.5 mL water containing 0.1 mL conc. Sulfuric acid and was treated with NaNO2 (24 mg, 0.38 mmol) and stirred 60 minutes. Another 7 mg NaNO2 (0.01 mmol) was added and the reaction was heated over a steam bath for 5 min. then was cooled to r.t. The reaction was basified with sat. NaHCO3 and was extracted with ethyl acetate. The combined organics were dried over Na2SO4, filtered and concentrated und... The reactants are FC=1C=C(C=CC1)CN1C2=CC=CC(=C2C=2C(CC(CC12)C)=O)C(=O)OC (9-[(3-fluorophenyl)methyl]-5-carbomethoxy-2-methyl-1,2-dihydrocarbazol-4(3H)-one), ClC=1C(C(=C(C(C1Cl)=O)C#N)C#N)=O (2,3-dichloro-5,6-dicyano-1,4-benzoquinone). Run in C1(=CC=CC=C1)C (toluene). The product is FC=1C=C(C=CC1)CN1C2=CC=CC(=C2C=2C(=CC(=CC12)C)O)C(=O)OC (9-[(3-fluorophenyl)methyl]-2-methyl-4-hydroxy-5-carbomethoxy carbazole). Isolated yield 24.2%. As a reaction SMILES: [F:1][C:2]1[CH:3]=[C:4]([CH2:8][N:9]2[C:21]3[CH2:20][CH:19]([CH3:22])[CH2:18][C:17](=[O:23])[C:16]=3[C:15]3[C:10]2=[CH:11][CH:12]=[CH:13][C:14]=3[C:24]([O:26][CH3:27])=[O:25])[CH:5]=[CH:6][CH:7]=1.ClC1C(=O)C(C#N)=C(C#N)C(=O)C=1Cl>C1(C)C=CC=CC=1>[F:1][C:2]1[CH:3]=[C:4]([CH2:8][N:9]2[C:21]3[CH:20]=[C:19]([CH3:22])[CH:18]=[C:17]([OH:23])[C:16]=3[C:15]3[C:10]2=[CH:11][CH:12]=[CH:13][C:14]=3[C:24]([O:26][CH3:27])=[O:25])[CH:5]=[CH:6][CH:7]=1. Procedure: A solution of the 9-[(3-fluorophenyl)methyl]-5-carbomethoxy-2-methyl-1,2-dihydrocarbazol-4(3H)-one (1.37 g; 3.75 mM) and 2,3-dichloro-5,6-dicyano-1,4-benzoquinone (0.94 g, 4.13 mM) in 38 mL of toluene was stirred between 80-90° C. for 3 hours. The mixture was purified by column chromatography on silica gel (elution with methylene chloride) to afford 0.33 g (24%) of 9-[(3-fluorophenyl)methyl]-2-methyl-4-hydroxy-5-carbomethoxy carbazole. 1H NMR (CDCl3) δ10.45 (s, 1H), 8.0 (d, J=8 Hz, 1H), 7.55 (d,... Reactants: C(=O)(C(=O)OCC)CC(=O)C1=NC2=CC=CC=C2C=C1 (2-ethoxalylmethylcarbonylquinoline). The solvent is Cl (hydrochloric acid). The product is C(C)(=O)C1=NC2=CC=CC=C2C=C1 (2-acetylquinoline). Isolated yield 96.1%. Reaction SMILES: C([CH2:8][C:9]([C:11]1[CH:20]=[CH:19][C:18]2[C:13](=[CH:14][CH:15]=[CH:16][CH:17]=2)[N:12]=1)=[O:10])(C(OCC)=O)=O>Cl>[C:9]([C:11]1[CH:20]=[CH:19][C:18]2[C:13](=[CH:14][CH:15]=[CH:16][CH:17]=2)[N:12]=1)(=[O:10])[CH3:8]. Procedure: A solution of 2-ethoxalylmethylcarbonylquinoline (32.24 g, 0.132 mol) in concentrated hydrochloric acid (300 mL) was refluxed for 4 h and concentrated in vacuo. The residue was dissolved in aqueous sodium bicarbonate and extracted with ethyl acetate. The extract was washed with water and brine, dried over magnesium sulfate, and concentrated. The residue was purified by silica gel column chromatography with 20:1 to 7:1 hexane/ethyl acetate to give 21.72 g of 2-acetylquinoline (96%): 1H NMR (270 M... Reactants: C1(=CC=CC=C1)C(C(=O)O)(C1=CC=CC=C1)C1=CC=CC=C1 (triphenylacetic acid), C(C(=O)Cl)(=O)Cl (oxalyl chloride). The reagents and catalysts are CN(C=O)C (dimethylformamide). The solvent is C1=CC=CC=C1 (benzene). Reaction conditions: time 30 minute. The product is C1(=CC=CC=C1)C(C(=O)Cl)(C1=CC=CC=C1)C1=CC=CC=C1 (triphenylacetyl chloride). RXN SMILES: [C:1]1([C:7]([C:17]2[CH:22]=[CH:21][CH:20]=[CH:19][CH:18]=2)([C:11]2[CH:16]=[CH:15][CH:14]=[CH:13][CH:12]=2)[C:8](O)=[O:9])[CH:6]=[CH:5][CH:4]=[CH:3][CH:2]=1.C(Cl)(=O)C([Cl:26])=O>C1C=CC=CC=1.CN(C)C=O>[C:1]1([C:7]([C:17]2[CH:22]=[CH:21][CH:20]=[CH:19][CH:18]=2)([C:11]2[CH:16]=[CH:15][CH:14]=[CH:13][CH:12]=2)[C:8]([Cl:26])=[O:9])[CH:6]=[CH:5][CH:4]=[CH:3][CH:2]=1. Procedure details: A slurry of 0.4 g of triphenylacetic acid in 10 ml of benzene was stirred at 25° C. and treated with 0.2 g of oxalyl chloride and 1 drop of dimethylformamide. Effervesence occurred over a period of about 30 minutes, after which time a solution was obtained. This solution was left to stand at room temperature for 1.5 hours and was then evaporated to give triphenylacetyl chloride in the form of an oil. The acid chloride was cooled to about -10° C. by means of an ice/salt bath and 10 ml of dry pyri...